Dataset: the Open Reaction Database (ORD), a public repository of structured organic reaction records. Task: describe an organic reaction: reactants, conditions, products, and yield Reactants: C1(C2C(C(=O)O1)CCC=C2)=O (tetrahydrophthalic acid anhydride), C1(C2C(C(=O)O1)CCCC2)=O (hexahydrophthalic acid anhydride). The reagents and catalysts are catalyst, catalyst. Yields the product C1(=O)OCC2CCCCC12 (hexahydrophthalide). RXN SMILES: [C:1]1(=O)[O:6][C:4](=[O:5])[CH:3]2[CH2:7][CH2:8][CH:9]=[CH:10][CH:2]12.C1(=O)OC(=O)C2CCCCC12>>[C:4]1([CH:3]2[CH:2]([CH2:10][CH2:9][CH2:8][CH2:7]2)[CH2:1][O:6]1)=[O:5]. Reported procedure: Undiluted tetrahydrophthalic acid anhydride was continuously hydrogenated in the trickle phase over 3 liters of catalyst No. 3 at a pressure of 120 bar and a temperature of 95° C. A volume/time yield of 800 g per liter of catalyst an hour was achieved. 400 Nl of exhaust gas per hour were released from the separator. The yield of hexahydrophthalic acid anhydride was 99.2%. A small amount of hexahydrophthalide was formed as by-product. As a reaction SMILES: [Cl:1][C:2]1[CH:10]=[C:9]([O:11][CH2:12][C@@H:13]2[CH2:18][N:17]([CH3:19])[C:16]3[CH:20]=[CH:21][CH:22]=[CH:23][C:15]=3[O:14]2)[CH:8]=[CH:7][C:3]=1[C:4](Cl)=[O:5].[NH2:24][C:25]1[CH:26]=[C:27]([C:32]([CH3:38])([CH3:37])[C:33]([O:35][CH3:36])=[O:34])[CH:28]=[CH:29][C:30]=1[Cl:31].N1C=CC=CC=1.O>ClCCl>[Cl:31][C:30]1[CH:29]=[CH:28][C:27]([C:32]([CH3:37])([CH3:38])[C:33]([O:35][CH3:36])=[O:34])=[CH:26][C:25]=1[NH:24][C:4](=[O:5])[C:3]1[CH:7]=[CH:8][C:9]([O:11][CH2:12][C@@H:13]2[CH2:18][N:17]([CH3:19])[C:16]3[CH:20]=[CH:21][CH:22]=[CH:23][C:15]=3[O:14]2)=[CH:10][C:2]=1[Cl:1]. Run at time 1 hour. Procedure details: A solution of the compound prepared in Example 17 in dichloromethane (1.8 mL) was dropped to a solution of the compound (100 mg) prepared in Example 16 in dichloromethane (1.8 mL). Pyridine (0.057 mL) was added to the reaction mixture, which was stirred for 1 hour at room temperature. The reaction mixture dissolved to water was extracted with ethyl acetate. The organic layer was sequentially washed with diluted hydrochloric acid, saturated sodium hydrogencarbonate solution, and saturated brine s... Yields the product ClC1=C(C=C(C=C1)C(C(=O)OC)(C)C)NC(C1=C(C=C(C=C1)OC[C@H]1OC2=C(N(C1)C)C=CC=C2)Cl)=O (methyl 2-(4-chloro-3-((2-chloro-4-(((2S)-4-methyl-3,4-dihydro-2H-1,4-benzoxazin-2-yl)methoxy)benzoyl)amino)phenyl)-2-methylpropanoate). The solvent is ClCCl (dichloromethane), ClCCl (dichloromethane). The reactants are ClC1=C(C(=O)Cl)C=CC(=C1)OC[C@H]1OC2=C(N(C1)C)C=CC=C2 (2-chloro-4-(((2S)-4-methyl-3,4-dihydro-2H-1,4-benzoxazin-2-yl)methoxy)benzoylchloride), NC=1C=C(C=CC1Cl)C(C(=O)OC)(C)C (methyl 2-(3-amino-4-chlorophenyl)-2-mehtylpropanoate), O (water), N1=CC=CC=C1 (Pyridine). Reactants: ClC1=C(C=CC(=C1)O)C(C(C(F)(F)F)(O)C1=CC(=C(C#N)C(=C1)C)C)C (4-[2-(2-chloro-4-hydroxy-phenyl)-1-hydroxy-1-trifluoromethyl-propyl]-2,6-dimethyl-benzonitrile), COC(C1=CN=C(C(=C1)Cl)Cl)=O (methyl-5,6-dichloro-nicotinate), C([O-])([O-])=O.[Cs+].[Cs+] (cesium carbonate). The product is COC(C1=CN=C(C(=C1)Cl)OC1=CC(=C(C=C1)C(C(C(F)(F)F)(O)C1=CC(=C(C(=C1)C)C#N)C)C)Cl)=O (5-Chloro-6-{3-chloro-4-[2-(4-cyano-3,5-dimethyl-phenyl)-3,3,3-trifluoro-2-hydroxy-1-methyl-propyl]-phenoxy}-nicotinic acid methyl ester). As a reaction SMILES: [Cl:1][C:2]1[CH:7]=[C:6]([OH:8])[CH:5]=[CH:4][C:3]=1[CH:9]([CH3:26])[C:10]([C:16]1[CH:23]=[C:22]([CH3:24])[C:19]([C:20]#[N:21])=[C:18]([CH3:25])[CH:17]=1)([OH:15])[C:11]([F:14])([F:13])[F:12].[CH3:27][O:28][C:29](=[O:38])[C:30]1[CH:35]=[C:34]([Cl:36])[C:33](Cl)=[N:32][CH:31]=1.C(=O)([O-])[O-].[Cs+].[Cs+]>>[CH3:27][O:28][C:29](=[O:38])[C:30]1[CH:35]=[C:34]([Cl:36])[C:33]([O:8][C:6]2[CH:5]=[CH:4][C:3]([CH:9]([CH3:26])[C:10]([C:16]3[CH:17]=[C:18]([CH3:25])[C:19]([C:20]#[N:21])=[C:22]([CH3:24])[CH:23]=3)([OH:15])[C:11]([F:14])([F:12])[F:13])=[C:2]([Cl:1])[CH:7]=2)=[N:32][CH:31]=1 |f:2.3.4|. Procedure: In analogy to Example 147, 4-[2-(2-chloro-4-hydroxy-phenyl)-1-hydroxy-1-trifluoromethyl-propyl]-2,6-dimethyl-benzonitrile (Example 141, step 5) was reacted with methyl-5,6-dichloro-nicotinate in the presence of cesium carbonate to give the title compound as a colorless solid. MS (m/e)=553.3 [M+H+].